describe an organic reaction: reactants, conditions, products, and yield From a dataset of the Open Reaction Database (ORD), a public repository of structured organic reaction records. Reactants: COC(=O)C1=C(C[C@@H](C1)C)OS(=O)(=O)C(F)(F)F ((R)-4-Methyl-2-trifluoromethanesulfonyloxy-cyclopent-1-enecarboxylic acid methyl ester), COCOC1=C(C=C(C=C1)OCOC)B(O)O (2,5-Bis-methoxymethoxy phenylboronic acid), [Li+].[Cl-] (LiCl), solution, CO3. Reagents/catalysts: C=1C=CC(=CC1)[P](C=2C=CC=CC2)(C=3C=CC=CC3)[Pd]([P](C=4C=CC=CC4)(C=5C=CC=CC5)C=6C=CC=CC6)([P](C=7C=CC=CC7)(C=8C=CC=CC8)C=9C=CC=CC9)[P](C=1C=CC=CC1)(C=1C=CC=CC1)C=1C=CC=CC1 (tetrakis(triphenylphosphine)palladium). Run in COCCOC (DME). Conditions: time 2 hour. Product: COC(=O)C1=C(C[C@@H](C1)C)C1=C(C=CC(=C1)OCOC)OCOC ((S)-2-(2,5-Bis-methoxymethoxy-phenyl)-4-methyl-cyclopent-1-enecarboxylic acid methyl ester). Yield: 81.6%. RXN SMILES: [CH3:1][O:2][C:3]([C:5]1[CH2:9][C@@H:8]([CH3:10])[CH2:7][C:6]=1OS(C(F)(F)F)(=O)=O)=[O:4].[CH3:19][O:20][CH2:21][O:22][C:23]1[CH:28]=[CH:27][C:26]([O:29][CH2:30][O:31][CH3:32])=[CH:25][C:24]=1B(O)O.[Li+].[Cl-]>COCCOC.C1C=CC([P]([Pd]([P](C2C=CC=CC=2)(C2C=CC=CC=2)C2C=CC=CC=2)([P](C2C=CC=CC=2)(C2C=CC=CC=2)C2C=CC=CC=2)[P](C2C=CC=CC=2)(C2C=CC=CC=2)C2C=CC=CC=2)(C2C=CC=CC=2)C2C=CC=CC=2)=CC=1>[CH3:1][O:2][C:3]([C:5]1[CH2:9][C@@H:8]([CH3:10])[CH2:7][C:6]=1[C:25]1[CH:24]=[C:23]([O:22][CH2:21][O:20][CH3:19])[CH:28]=[CH:27][C:26]=1[O:29][CH2:30][O:31][CH3:32])=[O:4] |f:2.3,^1:47,49,68,87|. Procedure: Prepare a mixture of 4-Methyl-2-trifluoromethanesulfonyloxy-cyclopent-1-enecarboxylic acid methyl ester 3a (2.5 g, 8.7 mmol), 2,5-Bis-methoxymethoxy phenylboronic acid 7 (2.31 g. 9.5 mmol), tetrakis(triphenylphosphine)palladium (485 mg, 0.435 mmol), and LiCl (1.1 g, 26.1 mmol) in DME (80 mL). Add 2.0 M solution of Na2 CO3 (10 mL, 21.7 mmol) and heat the reaction to reflux and stir for 2 hours. Cool the reaction to room temperature and partitioned between CH2Cl2 and saturated aqueous NaHCO3. Sepa... Starting materials: CC#N, CCN(Cc1ccc(Cl)cc1)C(=O)COc1ccc(CCSc2ccccc2C(=O)OC)cc1, [Li+], [OH-], O. Yields the product CCN(Cc1ccc(Cl)cc1)C(=O)COc1ccc(CCSc2ccccc2C(=O)O)cc1. As a reaction SMILES: [C:38](#[N:39])[CH3:40].[Cl:1][c:2]1[cH:3][cH:4][c:5]([CH2:6][N:7]([C:8]([CH2:9][O:10][c:11]2[cH:12][cH:13][c:14]([CH2:17][CH2:18][S:19][c:20]3[c:21]([C:22](=[O:23])[O:24][CH3:25])[cH:26][cH:27][cH:28][cH:29]3)[cH:15][cH:16]2)=[O:30])[CH2:31][CH3:32])[cH:33][cH:34]1.[Li+:35].[OH-:36].[OH2:37]>>[Cl:1][c:2]1[cH:3][cH:4][c:5]([CH2:6][N:7]([C:8]([CH2:9][O:10][c:11]2[cH:12][cH:13][c:14]([CH2:17][CH2:18][S:19][c:20]3[c:21]([C:22](=[O:23])[OH:24])[cH:26][cH:27][cH:28][cH:29]3)[cH:15][cH:16]2)=[O:30])[CH2:31][CH3:32])[cH:33][cH:34]1. Starting materials: COC1=C(C=CC=C1)N(S(=O)(=O)C=1C(=CC=CC1)C)CC(=O)O ([(2-methoxy-phenyl)-(toluene-2-sulfonyl)-amino]-acetic acid), C(C)NCC1=NC(=CC=C1)C (ethyl-(6-methyl-pyridin-2-ylmethyl)-amine). Yields the product C(C)N(C(CN(S(=O)(=O)C=1C(=CC=CC1)C)C1=C(C=CC=C1)OC)=O)CC1=NC(=CC=C1)C (N-Ethyl-2-[(2-methoxy-phenyl)-(toluene-2-sulfonyl)-amino]-N-(6-methyl-pyridin-2-ylmethyl)-acetamide). Reaction SMILES: [CH3:1][O:2][C:3]1[CH:8]=[CH:7][CH:6]=[CH:5][C:4]=1[N:9]([CH2:20][C:21]([OH:23])=O)[S:10]([C:13]1[C:14]([CH3:19])=[CH:15][CH:16]=[CH:17][CH:18]=1)(=[O:12])=[O:11].[CH2:24]([NH:26][CH2:27][C:28]1[CH:33]=[CH:32][CH:31]=[C:30]([CH3:34])[N:29]=1)[CH3:25]>>[CH2:24]([N:26]([CH2:27][C:28]1[CH:33]=[CH:32][CH:31]=[C:30]([CH3:34])[N:29]=1)[C:21](=[O:23])[CH2:20][N:9]([C:4]1[CH:5]=[CH:6][CH:7]=[CH:8][C:3]=1[O:2][CH3:1])[S:10]([C:13]1[C:14]([CH3:19])=[CH:15][CH:16]=[CH:17][CH:18]=1)(=[O:12])=[O:11])[CH3:25]. Procedure: prepared by reaction of [(2-methoxy-phenyl)-(toluene-2-sulfonyl)-amino]-acetic acid with ethyl-(6-methyl-pyridin-2-ylmethyl)-amine The reactants are N#Cc1cccc(C(Br)c2ccc(Cl)cc2)c1, CC#N, CCN(C(C)C)C(C)C, CC(C)(C)C(O)(c1cc(F)cc(F)c1)C1CNC1. Product: CC(C)(C)C(O)(c1cc(F)cc(F)c1)C1CN(C(c2ccc(Cl)cc2)c2cccc(C#N)c2)C1. Reaction SMILES: [Br:1][CH:2]([c:3]1[cH:4][c:5]([C:6]#[N:7])[cH:8][cH:9][cH:10]1)[c:11]1[cH:12][cH:13][c:14]([Cl:17])[cH:15][cH:16]1.[CH3:45][C:46]#[N:47].[CH:36]([N:37]([CH2:38][CH3:39])[CH:40]([CH3:41])[CH3:42])([CH3:43])[CH3:44].[NH:18]1[CH2:19][CH:20]([C:22]([C:23]([CH3:24])([CH3:25])[CH3:26])([OH:27])[c:28]2[cH:29][c:30]([F:35])[cH:31][c:32]([F:34])[cH:33]2)[CH2:21]1>>[CH:2]([c:3]1[cH:4][c:5]([C:6]#[N:7])[cH:8][cH:9][cH:10]1)([c:11]1[cH:12][cH:13][c:14]([Cl:17])[cH:15][cH:16]1)[N:18]1[CH2:19][CH:20]([C:22]([C:23]([CH3:24])([CH3:25])[CH3:26])([OH:27])[c:28]2[cH:29][c:30]([F:35])[cH:31][c:32]([F:34])[cH:33]2)[CH2:21]1. The reactants are BrCC1=C(C=CC(=C1)C(F)(F)F)C1=C(C=C(C(=C1)C(C)C)F)OC (2′-(bromomethyl)-4-fluoro-5-isopropyl-2-methoxy-4′-(trifluoromethyl)biphenyl), [NH4+].[Cl-] (NH4Cl), [H-].[Na+] (Sodium hydride), C[C@@H]1NC(O[C@@H]1C=1SC=C(N1)C)=O ((4S,5S)-4-methyl-5-(4-methyl-1,3-thiazol-2-yl)-1,3-oxazolidin-2-one). The solvent is C1CCOC1 (THF), C1CCOC1 (THF). Conditions: time 15 minute. Product: FC1=CC(=C(C=C1C(C)C)C1=C(C=C(C=C1)C(F)(F)F)CN1C(O[C@@H]([C@@H]1C)C=1SC=C(N1)C)=O)OC ((4S,5S)-3-{[4′-fluoro-5′-isopropyl-2′-methoxy-4-(trifluoromethyl)biphenyl-2-yl]methyl}-4-methyl-5-(4-methyl-1,3-thiazol-2-yl)-1,3-oxazolidin-2-one). As a reaction SMILES: [H-].[Na+].[CH3:3][C@H:4]1[C@@H:8]([C:9]2[S:10][CH:11]=[C:12]([CH3:14])[N:13]=2)[O:7][C:6](=[O:15])[NH:5]1.Br[CH2:17][C:18]1[CH:23]=[C:22]([C:24]([F:27])([F:26])[F:25])[CH:21]=[CH:20][C:19]=1[C:28]1[CH:33]=[C:32]([CH:34]([CH3:36])[CH3:35])[C:31]([F:37])=[CH:30][C:29]=1[O:38][CH3:39].[NH4+].[Cl-]>C1COCC1>[F:37][C:31]1[C:32]([CH:34]([CH3:36])[CH3:35])=[CH:33][C:28]([C:19]2[CH:20]=[CH:21][C:22]([C:24]([F:26])([F:27])[F:25])=[CH:23][C:18]=2[CH2:17][N:5]2[C@@H:4]([CH3:3])[C@@H:8]([C:9]3[S:10][CH:11]=[C:12]([CH3:14])[N:13]=3)[O:7][C:6]2=[O:15])=[C:29]([O:38][CH3:39])[CH:30]=1 |f:0.1,4.5|. Reported procedure: Sodium hydride (60% dispersion in mineral oil, 8.1 mg, 0.202 mmol) was added to a stirred solution of (4S,5S)-4-methyl-5-(4-methyl-1,3-thiazol-2-yl)-1,3-oxazolidin-2-one (33.4 mg, 0.168 mmol) in dry THF (1 mL) at room temperature under N2. The reaction was stirred for 15 min then a solution of 2′-(bromomethyl)-4-fluoro-5-isopropyl-2-methoxy-4′-(trifluoromethyl)biphenyl (81.0 mg, 0.202 mmol) in dry THF (2 mL) was added by cannula. The reaction was stirred at room temperature overnight. Saturated ... Product: O=C(O)C(=Cc1ccc(Cl)cc1)C(=O)O. The reactants are CC(=O)Cl, O=Cc1ccc(Cl)cc1, O=C(O)CC(=O)O. RXN SMILES: [CH3:8][C:9](=[O:10])[Cl:11].[Cl:12][c:13]1[cH:14][cH:15][c:16]([CH:17]=[O:18])[cH:19][cH:20]1.[OH:1][C:2](=[O:3])[CH2:4][C:5]([OH:6])=[O:7]>>[OH:1][C:2](=[O:3])[C:4]([C:5]([OH:6])=[O:7])=[CH:17][c:16]1[cH:15][cH:14][c:13]([Cl:12])[cH:20][cH:19]1. The reactants are C(CC(O)(C(=O)O)CC(=O)O)(=O)O (citric acid), S=C1NC(CC2=CC=CC=C12)=O (1-thioxo-1,4-dihydro-2H-isoquinolin-3-one), C(=O)([O-])[O-].[K+].[K+] (K2CO3), BrCC1=C(C=CC=C1)Cl (1-(bromomethyl)-2-chlorobenzene). The solvent is CCO (EtOH). Conditions: time 18 hour. Yields the product ClC1=C(CSC2=NC(=CC3=CC=CC=C23)O)C=CC=C1 (1-(2-Chlorobenzylsulfanyl)isoquinolin-3-ol). The yield is 84.8%. RXN SMILES: [S:1]=[C:2]1[C:11]2[C:6](=[CH:7][CH:8]=[CH:9][CH:10]=2)[CH2:5][C:4](=[O:12])[NH:3]1.C([O-])([O-])=O.[K+].[K+].Br[CH2:20][C:21]1[CH:26]=[CH:25][CH:24]=[CH:23][C:22]=1[Cl:27].C(O)(=O)CC(CC(O)=O)(C(O)=O)O>CCO>[Cl:27][C:22]1[CH:23]=[CH:24][CH:25]=[CH:26][C:21]=1[CH2:20][S:1][C:2]1[C:11]2[C:6](=[CH:7][CH:8]=[CH:9][CH:10]=2)[CH:5]=[C:4]([OH:12])[N:3]=1 |f:1.2.3|. Procedure details: To a 50 mL round bottom flask was added 1-thioxo-1,4-dihydro-2H-isoquinolin-3-one (0.8 g, 4.51 mmol), K2CO3 (1.9 g, 13.5 mmol), and absolute EtOH (15 mL) followed by 1-(bromomethyl)-2-chlorobenzene (0.88 g, 4.29 mmol). Upon completion of addition, the reaction mixture was stirred for 18 h. At the conclusion of this period, the reaction mixture was acidified with a solution of citric acid (100 mL, 10% w/v), extracted with EtOAc (100 mL), washed with brine (75 mL) and then dried over Na2SO4. The s...